This data is from the Open Reaction Database (ORD), a public repository of structured organic reaction records. The task is: describe an organic reaction: reactants, conditions, products, and yield Starting materials: CCOC(=O)c1onc(-c2ccc(S(C)(=O)=O)cc2)c1N, C1CCOC1, CO, [NH4+], [OH-]. Product: CS(=O)(=O)c1ccc(-c2noc(C(N)=O)c2N)cc1. Reaction SMILES: [CH2:1]([O:3][C:4](=[O:2])[c:6]1[c:7]([NH2:21])[c:8](-[c:11]2[cH:12][cH:13][c:14]([S:17](=[O:18])(=[O:19])[CH3:20])[cH:15][cH:16]2)[n:9][o:10]1)[CH3:5].[CH2:26]1[O:27][CH2:28][CH2:29][CH2:30]1.[CH3:24][OH:25].[NH4+:23].[OH-:22]>>[O:3]=[C:4]([c:6]1[c:7]([NH2:21])[c:8](-[c:11]2[cH:12][cH:13][c:14]([S:17](=[O:18])(=[O:19])[CH3:20])[cH:15][cH:16]2)[n:9][o:10]1)[NH2:23]. Reactants: FC1=CC=C(C=C1)B(O)O (4-fluorophenylboronic acid), N12C[C@@H](C(CC1)CC2)NC(=O)C=2OC1=C(C2)C=C(C=C1Br)F (N-[(3R)-1-Azabicyclo[2.2.2]oct-3-yl]-5-fluoro-7-bromo-1-benzofuran-2-carboxamide), [OH-].[Na+] (sodium hydroxide). Reagents/catalysts: C1=CC=C(C=C1)P([C-]2C=CC=C2)C3=CC=CC=C3.C1=CC=C(C=C1)P([C-]2C=CC=C2)C3=CC=CC=C3.Cl[Pd]Cl.[Fe+2] (1,1′-bis(diphenylphosphino)ferrocenepalladium(II) chloride). The solvent is CN(C)C=O (DMF). Run at temperature 85 celsius, time 20 minute. The product is N12C[C@@H](C(CC1)CC2)NC(=O)C=2OC1=C(C2)C=C(C=C1C1=CC=C(C=C1)F)F (N-[(3R)-1-Azabicyclo[2.2.2]oct-3-yl]-5-fluoro-7-(4-fluorophenyl)-1-benzofuran-2-carboxamide). As a reaction SMILES: [F:1][C:2]1[CH:7]=[CH:6][C:5](B(O)O)=[CH:4][CH:3]=1.[N:11]12[CH2:18][CH2:17][CH:14]([CH2:15][CH2:16]1)[C@@H:13]([NH:19][C:20]([C:22]1[O:23][C:24]3[C:30](Br)=[CH:29][C:28]([F:32])=[CH:27][C:25]=3[CH:26]=1)=[O:21])[CH2:12]2.[OH-].[Na+]>C1C=CC(P(C2C=CC=CC=2)[C-]2C=CC=C2)=CC=1.C1C=CC(P(C2C=CC=CC=2)[C-]2C=CC=C2)=CC=1.Cl[Pd]Cl.[Fe+2].CN(C=O)C>[N:11]12[CH2:16][CH2:15][CH:14]([CH2:17][CH2:18]1)[C@@H:13]([NH:19][C:20]([C:22]1[O:23][C:24]3[C:30]([C:5]4[CH:6]=[CH:7][C:2]([F:1])=[CH:3][CH:4]=4)=[CH:29][C:28]([F:32])=[CH:27][C:25]=3[CH:26]=1)=[O:21])[CH2:12]2 |f:2.3,4.5.6.7|. Procedure details: A mixture of 40 mg (0.29 mmol) of 4-fluorophenylboronic acid, 70 mg (0.19 mmol) of N-[(3R)-1-azabicyclo[2.2.2]oct-3-yl]-5-fluoro-7-bromo-1-benzofuran-2-carboxamide (Example 5A), 0.57 ml (0.57 mmol) of 1N sodium hydroxide solution, 14 mg (0.02 mmol) of 1,1′-bis(diphenylphosphino)ferrocenepalladium(II) chloride and 2 ml of DMF is heated at 85° C. overnight. The solvent is removed under reduced pressure. The crude product is mixed with 1N sodium hydroxide solution and extracted three times with a t... The reactants are CCCC(O)CNC(=O)OC(C)(C)C, COC(=O)COc1ccc(O)cc1C, Cc1ccccc1, CC(C)OC(=O)N=NC(=O)OC(C)C, c1ccc(P(c2ccccc2)c2ccccc2)cc1. The product is CCCC(CNC(=O)OC(C)(C)C)Oc1ccc(OCC(=O)OC)c(C)c1. Reaction SMILES: [C:29]([CH3:30])([CH3:31])([CH3:32])[O:33][C:34]([NH:35][CH2:36][CH:37]([CH2:38][CH2:39][CH3:40])[OH:41])=[O:42].[CH3:15][O:16][C:17]([CH2:18][O:19][c:20]1[c:21]([CH3:27])[cH:22][c:23]([OH:26])[cH:24][cH:25]1)=[O:28].[CH3:62][c:63]1[cH:64][cH:65][cH:66][cH:67][cH:68]1.[O:1]=[C:2]([O:3][CH:4]([CH3:5])[CH3:6])[N:7]=[N:8][C:9]([O:10][CH:11]([CH3:12])[CH3:13])=[O:14].[c:43]1([P:44]([c:45]2[cH:46][cH:47][cH:48][cH:49][cH:50]2)[c:51]2[cH:52][cH:53][cH:54][cH:55][cH:56]2)[cH:57][cH:58][cH:59][cH:60][cH:61]1>>[CH3:15][O:16][C:17]([CH2:18][O:19][c:20]1[c:21]([CH3:27])[cH:22][c:23]([O:26][CH:37]([CH2:36][NH:35][C:34]([O:33][C:29]([CH3:30])([CH3:31])[CH3:32])=[O:42])[CH2:38][CH2:39][CH3:40])[cH:24][cH:25]1)=[O:28]. Yields the product Cl, CC1CCNCC1c1ncc2cnc3[nH]ccc3n12. The reactants are C1COCCO1, Cl, CC1CCN(C(=O)OC(C)(C)C)CC1c1ncc2cnc3[nH]ccc3n12. RXN SMILES: [CH2:28]1[O:29][CH2:30][CH2:31][O:32][CH2:33]1.[ClH:27].[c:1]1([CH:13]2[CH2:14][N:15]([C:20]([O:21][C:22]([CH3:23])([CH3:24])[CH3:25])=[O:26])[CH2:16][CH2:17][CH:18]2[CH3:19])[n:2][cH:3][c:4]2[n:5]1[c:6]1[c:7]([n:8][cH:9]2)[nH:10][cH:11][cH:12]1>>[ClH:27].[c:1]1([CH:13]2[CH2:14][NH:15][CH2:16][CH2:17][CH:18]2[CH3:19])[n:2][cH:3][c:4]2[n:5]1[c:6]1[c:7]([n:8][cH:9]2)[nH:10][cH:11][cH:12]1. The reactants are C=CCCC=C (1,5-hexadiene), C[SiH2]O[Si](C)(C)C (tetramethyldisiloxane). Reagents/catalysts: [H+].[H+].Cl[Pt-2](Cl)(Cl)(Cl)(Cl)Cl (chloroplatinic acid). Run at temperature 80 celsius. The product is C(CCCC=C)[Si](O[Si](C)(C)C)(C)CCCCC=C (di(5-hexenyl)tetramethyldisiloxane). Isolated yield 59.6%. Reaction SMILES: [CH2:1]=[CH:2][CH2:3][CH2:4][CH:5]=[CH2:6].[CH3:7][SiH2:8][O:9][Si:10]([CH3:13])([CH3:12])[CH3:11]>[H+].[H+].Cl[Pt-2](Cl)(Cl)(Cl)(Cl)Cl>[CH2:1]([Si:8]([CH2:6][CH2:5][CH2:4][CH2:3][CH:2]=[CH2:1])([CH3:7])[O:9][Si:10]([CH3:13])([CH3:12])[CH3:11])[CH2:2][CH2:3][CH2:4][CH:5]=[CH2:6] |f:2.3.4|. Procedure details: After 410 g (5 mol) of 1,5-hexadiene and 0.035 g of chloroplatinic acid had been placed into a 1 L three-necked flask equipped with an agitation mechanism, the contents were agitated. Then, 134 g (1 mol) of tetramethyldisiloxane were added dropwise into the resulting mixture for approximately 1.5 h while the temperature was being gradually raised to 80° C. Then, the contents were reacted at 80° C. for an additional 2 h. After unreacted components had been distilled and removed from the resulting... Starting materials: FC1=C(C=CC(=C1C(C1=CNC2=NC=C(C=C21)C=2C=NC=CC2)O)F)O (2,4-difluoro-3-[hydroxy-(5-pyridin-3-yl-1H-pyrrolo[2,3-b]pyridin-3-yl)-methyl]-phenol), dichlorodicyanoquinone, CN(C=O)C (N,N-dimethylformamide), O (water). The solvent is O1CCCC1 (tetrahydrofuran). Run at time 50 hour. Product: FC1=C(C(=CC=C1O)F)C(=O)C1=CNC=2C=CC(=NC21)C=2C=NC=CC2 ((2,6-difluoro-3-hydroxy-phenyl)-(5-pyridin-3-yl-1H-pyrrolo[2,3]pyridin-3-yl)-methanone). Reaction SMILES: [F:1][C:2]1[C:7]([CH:8]([OH:24])[C:9]2[C:17]3[C:12](=NC=[C:15]([C:18]4[CH:19]=[N:20][CH:21]=[CH:22][CH:23]=4)[CH:16]=3)[NH:11][CH:10]=2)=[C:6]([F:25])[CH:5]=[CH:4][C:3]=1[OH:26].O.[CH3:28][N:29](C)C=O>O1CCCC1>[F:1][C:2]1[C:3]([OH:26])=[CH:4][CH:5]=[C:6]([F:25])[C:7]=1[C:8]([C:9]1[C:28]2[N:29]=[C:15]([C:18]3[CH:19]=[N:20][CH:21]=[CH:22][CH:23]=3)[CH:16]=[CH:17][C:12]=2[NH:11][CH:10]=1)=[O:24]. Reported procedure: To 2,4-difluoro-3-[hydroxy-(5-pyridin-3-yl-1H-pyrrolo[2,3-b]pyridin-3-yl)-methyl]-phenol (P-0009, 45.0 mg, 1.27 mmol) in tetrahydrofuran (15 mL) and N,N-dimethylformamide (5 mL) was added dichlorodicyanoquinone (87 mg, 3.8 mmol). The reaction was stirred at room temperature for 50 hours. The reaction was poured into water and extracted with ethyl acetate. The organic layer was washed with brine, dried over anhydrous sodium sulfate and concentrated. The desired compound was isolated by silica eel... Starting materials: C1CCOC1, CC(C)c1ccc(-c2csc(NC(=O)Cc3cccs3)n2)cc1, [Na+], O=C([O-])O. Yields the product CC(C)c1ccc(-c2csc(NCCc3cccs3)n2)cc1. Reaction SMILES: [CH2:24]1[O:25][CH2:26][CH2:27][CH2:28]1.[CH:1]([CH3:2])([CH3:3])[c:4]1[cH:5][cH:6][c:7](-[c:10]2[n:11][c:12]([NH:15][C:16]([CH2:17][c:18]3[s:19][cH:20][cH:21][cH:22]3)=[O:23])[s:13][cH:14]2)[cH:8][cH:9]1.[Na+:33].[O-:29][C:30]([OH:31])=[O:32]>>[CH:1]([CH3:2])([CH3:3])[c:4]1[cH:5][cH:6][c:7](-[c:10]2[n:11][c:12]([NH:15][CH2:16][CH2:17][c:18]3[s:19][cH:20][cH:21][cH:22]3)[s:13][cH:14]2)[cH:8][cH:9]1. Reactants: ClC1=CC=C(C=C1)N(C(CC1=CC=CC=C1)=O)C1CCNCC1 (N-(4-chlorophenyl)-N-(4-piperidinyl)benzeneacetamide), N-N-diethylethanamine, BrCC=C (3-bromo-1-propene). The solvent is C1=CC=CC=C1 (benzene). Yields the product Cl.ClC1=CC=C(C=C1)N(C(CC1=CC=CC=C1)=O)C1CCN(CC1)CC=C (N-(4-chlorophenyl)-N-[1-(2-propenyl)-4-piperidinyl]benzeneacetamide hydrochloride). As a reaction SMILES: [Cl:1][C:2]1[CH:7]=[CH:6][C:5]([N:8]([CH:18]2[CH2:23][CH2:22][NH:21][CH2:20][CH2:19]2)[C:9](=[O:17])[CH2:10][C:11]2[CH:16]=[CH:15][CH:14]=[CH:13][CH:12]=2)=[CH:4][CH:3]=1.Br[CH2:25][CH:26]=[CH2:27]>C1C=CC=CC=1>[ClH:1].[Cl:1][C:2]1[CH:3]=[CH:4][C:5]([N:8]([CH:18]2[CH2:23][CH2:22][N:21]([CH2:27][CH:26]=[CH2:25])[CH2:20][CH2:19]2)[C:9](=[O:17])[CH2:10][C:11]2[CH:16]=[CH:15][CH:14]=[CH:13][CH:12]=2)=[CH:6][CH:7]=1 |f:3.4|. Procedure details: To a stirring solution of 5 parts of N-(4-chlorophenyl)-N-(4-piperidinyl)benzeneacetamide, 3.8 parts of N-N-diethylethanamine in 200 parts of benzene are added portionwise 5 parts of 3-bromo-1-propene. After the addition is complete, the whole is heated for 21 hours at a temperature between 50°-60° C. The reaction mixture is cooled and filtered. The filtrate is washed successively with water, sodium hydrogen carbonate solution and water, dried over potassium carbonate and evaporated. The oily re... Starting materials: CC(C)(C)OC(=O)N1CCC(c2cc(N(COCC[Si](C)(C)C)COCC[Si](C)(C)C)n3nccc3n2)CC1, CC#N, ClCCl, O=C1CCC(=O)N1I. Product: CC(C)(C)OC(=O)N1CCC(c2cc(N(COCC[Si](C)(C)C)COCC[Si](C)(C)C)n3ncc(I)c3n2)CC1. RXN SMILES: [CH3:1][Si:2]([CH2:3][CH2:4][O:5][CH2:6][N:7]([c:8]1[cH:9][c:10]([CH:17]2[CH2:18][CH2:19][N:20]([C:23](=[O:24])[O:25][C:26]([CH3:27])([CH3:28])[CH3:29])[CH2:21][CH2:22]2)[n:11][c:12]2[n:13]1[n:14][cH:15][cH:16]2)[CH2:30][O:31][CH2:32][CH2:33][Si:34]([CH3:35])([CH3:36])[CH3:37])([CH3:38])[CH3:39].[CH3:48][C:49]#[N:50].[Cl:51][CH2:52][Cl:53].[I:40][N:41]1[C:42](=[O:43])[CH2:44][CH2:45][C:46]1=[O:47]>>[CH3:1][Si:2]([CH2:3][CH2:4][O:5][CH2:6][N:7]([c:8]1[cH:9][c:10]([CH:17]2[CH2:18][CH2:19][N:20]([C:23](=[O:24])[O:25][C:26]([CH3:27])([CH3:28])[CH3:29])[CH2:21][CH2:22]2)[n:11][c:12]2[n:13]1[n:14][cH:15][c:16]2[I:40])[CH2:30][O:31][CH2:32][CH2:33][Si:34]([CH3:35])([CH3:36])[CH3:37])([CH3:38])[CH3:39]. The reactants are [K] (potassium), Cl (hydrochloric acid), S1C(SC=C1)=C(C(=O)OC(C)C)C(=O)OC(C)C (diisopropyl 1,3-dithiol-2-ylidenemalonate), [OH-].[Na+] (sodium hydroxide). The solvent is O (water), C(C)(C)O (isopropanol). Product: S1C(SC=C1)=C(C(=O)OC(C)C)C(=O)O (isopropyl hydrogen 1,3-dithiol-2-ylidenemalonate). The yield is 69.0%. Reaction SMILES: [S:1]1[CH:5]=[CH:4][S:3][C:2]1=[C:6]([C:13]([O:15]C(C)C)=[O:14])[C:7]([O:9][CH:10]([CH3:12])[CH3:11])=[O:8].[OH-].[Na+].[K].Cl>C(O)(C)C.O>[S:1]1[CH:5]=[CH:4][S:3][C:2]1=[C:6]([C:13]([OH:15])=[O:14])[C:7]([O:9][CH:10]([CH3:12])[CH3:11])=[O:8] |f:1.2,^1:20|. Reported procedure: After 14.4 g (0.05 mol) of diisopropyl 1,3-dithiol-2-ylidenemalonate was dissolved in 50 ml of isopropanol, 2.95 g (0.074 mol) of sodium hydroxide aqueous solution was dropwise added to the solution at 30° C. The mixture was stirred for an hour and the resulting potassium salt was dissolved in 50 ml of water. The solution was acidified with 6N hydrochloric acid and the aqueous phase was extracted with dichloromethane. The organic phase was washed with water. After drying, the organic phase was c...